Dataset: the Open Reaction Database (ORD), a public repository of structured organic reaction records. Task: describe an organic reaction: reactants, conditions, products, and yield Reactants: COc1ccnc(CBr)c1OC, O=C([O-])[O-], CN(C)C=O, ClC(Cl)Cl, [K+], [K+], [K], Sc1nc2ccccc2[nH]1. Yields the product COc1ccnc(CSc2nc3ccccc3[nH]2)c1OC. RXN SMILES: [Br:18][CH2:19][c:20]1[n:21][cH:22][cH:23][c:24]([O:28][CH3:29])[c:25]1[O:26][CH3:27].[C:12](=[O:13])([O-:14])[O-:15].[CH3:30][N:31]([CH3:32])[CH:33]=[O:34].[CH:35]([Cl:36])([Cl:37])[Cl:38].[K+:16].[K+:17].[K:1].[SH:2][c:3]1[nH:4][c:5]2[c:6]([n:7]1)[cH:8][cH:9][cH:10][cH:11]2>>[S:2]([c:3]1[nH:4][c:5]2[c:6]([n:7]1)[cH:8][cH:9][cH:10][cH:11]2)[CH2:19][c:20]1[n:21][cH:22][cH:23][c:24]([O:28][CH3:29])[c:25]1[O:26][CH3:27]. Starting materials: BrC=1C=C2C=NNC2=CC1 (5-bromoindazole), BrCC(C)C (1-bromo-2-methylpropane), O (water), [H-].[Na+] (Sodium hydride). Solvent: CN(C=O)C (DMF), CN(C=O)C (DMF), CN(C=O)C (N,N-dimethylformamide). Conditions: time 75 minute. The product is BrC=1C=C2C=NN(C2=CC1)CC(C)C (5-bromo-1-(2-methylpropyl)indazole), BrC1=CC2=CN(N=C2C=C1)CC(C)C (5-bromo-2-(2-methylpropyl)indazole). As a reaction SMILES: [H-].[Na+].[Br:3][C:4]1[CH:5]=[C:6]2[C:10](=[CH:11][CH:12]=1)[NH:9][N:8]=[CH:7]2.Br[CH2:14][CH:15]([CH3:17])[CH3:16].O>CN(C)C=O>[Br:3][C:4]1[CH:5]=[C:6]2[C:10](=[CH:11][CH:12]=1)[N:9]([CH2:14][CH:15]([CH3:17])[CH3:16])[N:8]=[CH:7]2.[Br:3][C:4]1[CH:12]=[CH:11][C:10]2[C:6](=[CH:7][N:8]([CH2:14][CH:15]([CH3:17])[CH3:16])[N:9]=2)[CH:5]=1 |f:0.1|. Procedure details: Sodium hydride (80% suspension in oil, 0.7 g, 0.023 mol) was suspended in N,N-dimethylformamide (DMF) (10 ml) and then a solution of 5-bromoindazole (4.1 g, 0.021 mol) in DMF (40 ml) was added dropwise over 30 minutes. Once the addition was complete the mixture was stirred at ambient temperature for 75 minutes and then a solution of 1-bromo-2-methylpropane (3.7 g, 0.027 mol) in DMF (25 ml) was added over 10 minutes. The mixture was stirred for 5 hours and was then allowed to stand at ambient tem... The reactants are FC=1C=C(C=CC1CC=1C(N(C=2N(C1CCC)N=CN2)[C@@H]2CC[C@H](CC2)O)=O)C=2C(=CC=CC2)C#N (3′-fluoro-4′-{[4-(trans-4-hydroxycyclohexyl)-5-oxo-7-propyl-4,5-dihydro[1,2,4]triazolo[1,5-a]pyrimidin-6-yl]methyl}biphenyl-2-carbonitrile), FC(S(=O)(=O)O[Si](C)(C)C(C)(C)C)(F)F (tert-butyl(dimethyl)silyl trifluoromethanesulfonate), N1=C(C=CC=C1C)C (2,6-lutidine), [Cl-].O[NH3+] (hydroxylammonium chloride), C(O)([O-])=O.[Na+] (sodium hydrogen carbonate). Solvent: C(C)(=O)OCC (ethyl acetate), O1CCCC1 (tetrahydrofuran), CS(=O)C (dimethyl sulfoxide), CS(=O)C (dimethyl sulfoxide), C(C)(=O)OCC (ethyl acetate). Run at temperature 0 celsius, time 3 hour. Product: FC=1C=C(C=CC1CC=1C(N(C=2N(C1CCC)N=CN2)[C@@H]2CC[C@H](CC2)O)=O)C2=C(C=CC=C2)C2=NOC(N2)=O (6-{[3-fluoro-2′-(5-oxo-4,5-dihydro-1,2,4-oxadiazol-3-yl)biphenyl-4-yl]methyl}-4-(trans-4-hydroxycyclohexyl)-7-propyl[1,2,4]triazolo[1,5-a]pyrimidin-5(4H)-one). Isolated yield 40.0%. RXN SMILES: [F:1][C:2]1[CH:3]=[C:4]([C:29]2[C:30]([C:35]#[N:36])=[CH:31][CH:32]=[CH:33][CH:34]=2)[CH:5]=[CH:6][C:7]=1[CH2:8][C:9]1[C:10](=[O:28])[N:11]([C@H:21]2[CH2:26][CH2:25][C@H:24]([OH:27])[CH2:23][CH2:22]2)[C:12]2[N:13]([N:18]=[CH:19][N:20]=2)[C:14]=1[CH2:15][CH2:16][CH3:17].FC(F)(F)S(O[Si](C(C)(C)C)(C)C)(=O)=O.[N:52]1C(C)=CC=CC=1C.[Cl-].O[NH3+].[C:63](=[O:66])([O-])[OH:64].[Na+]>C(OCC)(=O)C.CS(C)=O.O1CCCC1>[F:1][C:2]1[CH:3]=[C:4]([C:29]2[CH:34]=[CH:33][CH:32]=[CH:31][C:30]=2[C:35]2[NH:52][C:63](=[O:66])[O:64][N:36]=2)[CH:5]=[CH:6][C:7]=1[CH2:8][C:9]1[C:10](=[O:28])[N:11]([C@H:21]2[CH2:26][CH2:25][C@H:24]([OH:27])[CH2:23][CH2:22]2)[C:12]2[N:13]([N:18]=[CH:19][N:20]=2)[C:14]=1[CH2:15][CH2:16][CH3:17] |f:3.4,5.6|. Procedure details: A mixture of 3′-fluoro-4′-{[4-(trans-4-hydroxycyclohexyl)-5-oxo-7-propyl-4,5-dihydro[1,2,4]triazolo[1,5-a]pyrimidin-6-yl]methyl}biphenyl-2-carbonitrile (0.27 g), tert-butyl(dimethyl)silyl trifluoromethanesulfonate (0.19 mL), 2,6-lutidine (0.1 mL) and tetrahydrofuran (10 mL) was stirred at 0° C. for 3 hr. The reaction mixture was diluted with ethyl acetate, washed with water and then with saturated brine, and dried over anhydrous magnesium sulfate. The solvent was evaporated under reduced pressur... Reactants: CN(C)C=O, Cc1ccc(C(=O)O)c(C)c1, ClC(Cl)Cl, O=C(Cl)C(=O)Cl. Product: COC(=O)c1ccc(C)cc1C. Reaction SMILES: [CH3:18][N:19]([CH3:20])[CH:21]=[O:22].[CH3:1][c:2]1[c:3]([C:4](=[O:5])[OH:6])[cH:7][cH:8][c:9]([CH3:11])[cH:10]1.[CH:23]([Cl:24])([Cl:25])[Cl:26].[Cl:12][C:13]([C:14]([Cl:15])=[O:16])=[O:17]>>[CH3:1][c:2]1[c:3]([C:4](=[O:5])[O:6][CH3:13])[cH:7][cH:8][c:9]([CH3:11])[cH:10]1. Reactants: C(C)(=O)[C@@]1([C@]([C@@](O[C@@H]1CO)(N1C=NC=2C(=O)NC(N)=NC12)C(C)=O)(O)C(C)=O)O (triacetylguanosine), C(C1=CC=CC=C1)Cl (Benzyl chloride), Cl (hydrochloric acid). The solvent is C(C)#N (acetonitrile). Conditions: time 2 hour. Yields the product Cl.Cl.C(C1=CC=CC=C1)N1C=NC=2N=C(NC(C12)=O)N (7-Benzylguanine Dihydrochloride). The yield is 70.9%. Reaction SMILES: [CH2:1]([Cl:8])[C:2]1[CH:7]=[CH:6][CH:5]=[CH:4][CH:3]=1.C([C@@]1(O)[C@@H](CO)O[C@@](C(=O)C)([N:19]2[C:29]3[N:28]=[C:26]([NH2:27])[NH:25][C:23](=[O:24])[C:22]=3[N:21]=[CH:20]2)[C@]1(C(=O)C)O)(=O)C.[ClH:38]>C(#N)C>[ClH:8].[ClH:38].[CH2:1]([N:21]1[C:22]2[C:23](=[O:24])[NH:25][C:26]([NH2:27])=[N:28][C:29]=2[N:19]=[CH:20]1)[C:2]1[CH:7]=[CH:6][CH:5]=[CH:4][CH:3]=1 |f:4.5.6|. Procedure details: Benzyl chloride (2.14 ml, 10.0 equivalents) was added to 3.21 g of an acetonitrile solution containing 0.76 g (corresponding to 1.86 mmols) of triacetylguanosine obtained in Example 1, and the mixture was reacted at 70° C. for 71 hours. The temperature was returned to room temperature, and 3.13 ml (20 equivalents) of conc. hydrochloric acid were added thereto. When the mixture was reacted for 3 hours, the solid was precipitated. Ten milliliters of methanol were added thereto, and the slurry was ... Starting materials: CC(=O)OC(C)=O, O, O=C1Nc2ccccc2C(c2ccccc2)N1C1CCN(Cc2cccc(O)c2)CC1, c1ccncc1. Product: CC(=O)Oc1cccc(CN2CCC(N3C(=O)Nc4ccccc4C3c3ccccc3)CC2)c1. As a reaction SMILES: [CH3:32][C:33](=[O:34])[O:35][C:36](=[O:37])[CH3:38].[OH2:39].[OH:1][c:2]1[cH:3][c:4]([CH2:5][N:6]2[CH2:7][CH2:8][CH:9]([N:12]3[C:13](=[O:28])[NH:14][c:15]4[cH:16][cH:17][cH:18][cH:19][c:20]4[CH:21]3[c:22]3[cH:23][cH:24][cH:25][cH:26][cH:27]3)[CH2:10][CH2:11]2)[cH:29][cH:30][cH:31]1.[cH:40]1[cH:41][cH:42][n:43][cH:44][cH:45]1>>[O:1]([c:2]1[cH:3][c:4]([CH2:5][N:6]2[CH2:7][CH2:8][CH:9]([N:12]3[C:13](=[O:28])[NH:14][c:15]4[cH:16][cH:17][cH:18][cH:19][c:20]4[CH:21]3[c:22]3[cH:23][cH:24][cH:25][cH:26][cH:27]3)[CH2:10][CH2:11]2)[cH:29][cH:30][cH:31]1)[C:33]([CH3:32])=[O:34].